Dataset: the Open Reaction Database (ORD), a public repository of structured organic reaction records. Task: describe an organic reaction: reactants, conditions, products, and yield Starting materials: C(C1=CC=CC=C1)OC1=C(C=CC=C1)N1N=C(N=C1C)C1=CC=CC=C1 (1-(2-benzyloxyphenyl)-5-methyl-3-phenyl-1,2,4-triazole), B(Br)(Br)Br (BBr3). The solvent is ClCCl (dichloromethane), ClCCl (dichloromethane), ClCCl (dichloromethane). Run at time 3 hour. The product is OC1=C(C=CC=C1)N1N=C(N=C1C)C1=CC=CC=C1 (1-(2-hydroxyphenyl)-5-methyl-3-phenyl-1,2,4-triazole). Reaction SMILES: C([O:8][C:9]1[CH:14]=[CH:13][CH:12]=[CH:11][C:10]=1[N:15]1[C:19]([CH3:20])=[N:18][C:17]([C:21]2[CH:26]=[CH:25][CH:24]=[CH:23][CH:22]=2)=[N:16]1)C1C=CC=CC=1.B(Br)(Br)Br>ClCCl>[OH:8][C:9]1[CH:14]=[CH:13][CH:12]=[CH:11][C:10]=1[N:15]1[C:19]([CH3:20])=[N:18][C:17]([C:21]2[CH:22]=[CH:23][CH:24]=[CH:25][CH:26]=2)=[N:16]1. Reported procedure: 1 g of 1-(2-benzyloxyphenyl)-5-methyl-3-phenyl-1,2,4-triazole are dissolved in 20 ml of anhydrous dichloromethane and a solution of 0,5 ml of BBr3 in 10 ml of dichloromethane is added dropwise. After 3 hours stirring at ambient temperature the mixture is diluted with a further 100 ml of dichloromethane and washed twice with water. After the organic phase has been dried over Na2SO4 the solvent is distilled off. The crude product remaining is purified by chromatography on silica gel (toluene:ethyl... The reactants are [BH4-], O=C1CCN(Cc2ccccc2)CC1, Cc1ccc(CN)cc1, CO, [Na+]. The product is Cc1ccc(CNC2CCN(Cc3ccccc3)CC2)cc1. Reaction SMILES: [BH4-:24].[CH2:1]([c:2]1[cH:3][cH:4][cH:5][cH:6][cH:7]1)[N:8]1[CH2:9][CH2:10][C:11](=[O:14])[CH2:12][CH2:13]1.[CH3:15][c:16]1[cH:17][cH:18][c:19]([CH2:20][NH2:21])[cH:22][cH:23]1.[CH3:26][OH:27].[Na+:25]>>[CH2:1]([c:2]1[cH:3][cH:4][cH:5][cH:6][cH:7]1)[N:8]1[CH2:9][CH2:10][CH:11]([NH:21][CH2:20][c:19]2[cH:18][cH:17][c:16]([CH3:15])[cH:23][cH:22]2)[CH2:12][CH2:13]1. Reactants: O=C1CCC(=O)N1Br, CC#N, CCOC(C)=O, CCOP(=O)(OCC)c1cccc(Cn2cnc3c(N)nc(OCCOC)nc32)c1. Yields the product CCOP(=O)(OCC)c1cccc(Cn2c(Br)nc3c(N)nc(OCCOC)nc32)c1. Reaction SMILES: [Br:31][N:32]1[C:33](=[O:34])[CH2:35][CH2:36][C:37]1=[O:38].[CH3:39][C:40]#[N:41].[CH3:42][CH2:43][O:44][C:45](=[O:46])[CH3:47].[NH2:1][c:2]1[c:3]2[n:4][cH:5][n:6]([CH2:16][c:17]3[cH:18][c:19]([P:23]([O:24][CH2:25][CH3:26])([O:27][CH2:28][CH3:29])=[O:30])[cH:20][cH:21][cH:22]3)[c:7]2[n:8][c:9]([O:11][CH2:12][CH2:13][O:14][CH3:15])[n:10]1>>[NH2:1][c:2]1[c:3]2[n:4][c:5]([Br:31])[n:6]([CH2:16][c:17]3[cH:18][c:19]([P:23]([O:24][CH2:25][CH3:26])([O:27][CH2:28][CH3:29])=[O:30])[cH:20][cH:21][cH:22]3)[c:7]2[n:8][c:9]([O:11][CH2:12][CH2:13][O:14][CH3:15])[n:10]1. As a reaction SMILES: [C:23](=[O:24])([O-:25])[O-:26].[CH3:29][N:30]([CH3:31])[CH:32]=[O:33].[Cl:9][CH2:10][c:11]1[n:12][c:13](-[c:17]2[cH:18][cH:19][cH:20][cH:21][cH:22]2)[o:14][c:15]1[CH3:16].[K+:27].[K+:28].[OH2:34].[OH:1][c:2]1[cH:3][cH:4][c:5]([CH3:8])[n:6][cH:7]1>>[O:1]([c:2]1[cH:3][cH:4][c:5]([CH3:8])[n:6][cH:7]1)[CH2:10][c:11]1[n:12][c:13](-[c:17]2[cH:18][cH:19][cH:20][cH:21][cH:22]2)[o:14][c:15]1[CH3:16]. Product: Cc1ccc(OCc2nc(-c3ccccc3)oc2C)cn1. Starting materials: O=C([O-])[O-], CN(C)C=O, Cc1oc(-c2ccccc2)nc1CCl, [K+], [K+], O, Cc1ccc(O)cn1. The reactants are ClC=1C=C(C=CC1Cl)N1C(C(=C(C1=O)C)C)O (N-(3',4'-Dichlorophenyl)-3,4-dimethyl-2-hydroxy-5-oxo-2,5-dihydropyrrole), CN=C=O (methylisocyanate), COCCOC (glyme). Reagents/catalysts: C(C)N(CC)CC (triethylamine). Run at time 24 hour. The product is ClC=1C=C(C=CC1Cl)N1C(C(=C(C1=O)C)C)(C)OC(N)=O (N-(3',4'-Dichlorophenyl)-3,4-dimethyl-2-methyl-carbamoyloxy-5-oxo-2,5-dihydropyrrole). Reaction SMILES: [Cl:1][C:2]1[CH:3]=[C:4]([N:9]2[C:13](=[O:14])[C:12]([CH3:15])=[C:11]([CH3:16])[CH:10]2[OH:17])[CH:5]=[CH:6][C:7]=1[Cl:8].C[N:19]=[C:20]=[O:21].[CH3:22]OCCOC>C(N(CC)CC)C>[Cl:1][C:2]1[CH:3]=[C:4]([N:9]2[C:10](=[O:17])[C:11]([CH3:16])=[C:12]([CH3:15])[C:13]2([O:14][C:20](=[O:21])[NH2:19])[CH3:22])[CH:5]=[CH:6][C:7]=1[Cl:8]. Procedure details: 16.3 g of N-(3',4'-dichlorophenyl)-3,4-dimethyl-2-hydroxy-5-oxo-2,5-dihydropyrrole (see Example 3) is put together with 2 drops of triethylamine in 10 ml of glyme (ethylene glycol dimethyl ether), and 3.8 g of methylisocyanate is then added. After 24 hours, the reaction solution is filtered with a filtering auxiliary (Hyflo®) and the filtrate is concentrated by evaporation to leave an oil, which is crystallised in methanol. In this manner is obtained 15 g (76% of theory) of the above product in ... The reactants are CO, CCOC(C)=O, Fc1cccc(Cl)c1CSc1nc2cnccc2[nH]1, O, OO, O=[Se]=O. Yields the product O=S(Cc1c(F)cccc1Cl)c1nc2cnccc2[nH]1. Reaction SMILES: [CH3:26][OH:27].[CH3:28][CH2:29][O:30][C:31](=[O:32])[CH3:33].[Cl:1][c:2]1[c:3]([CH2:9][S:10][c:11]2[nH:12][c:13]3[c:14]([cH:15][n:16][cH:17][cH:18]3)[n:19]2)[c:4]([F:8])[cH:5][cH:6][cH:7]1.[OH2:25].[OH:23][OH:24].[Se:20](=[O:21])=[O:22]>>[Cl:1][c:2]1[c:3]([CH2:9][S:10]([c:11]2[nH:12][c:13]3[c:14]([cH:15][n:16][cH:17][cH:18]3)[n:19]2)=[O:21])[c:4]([F:8])[cH:5][cH:6][cH:7]1. Starting materials: CCCC(=O)C1=C(O)CC(c2ccc(S(C)=O)cc2)CC1=O, CCON, CCO, O. Yields the product CCCC(=NOCC)C1=C(O)CC(c2ccc(S(C)=O)cc2)CC1=O. RXN SMILES: [C:4]([CH2:5][CH2:6][CH3:7])(=[O:8])[C:9]1=[C:14]([OH:15])[CH2:13][CH:12]([c:16]2[cH:17][cH:18][c:19]([S:22](=[O:23])[CH3:24])[cH:20][cH:21]2)[CH2:11][C:10]1=[O:25].[CH2:26]([CH3:27])[O:28][NH2:29].[CH3:1][CH2:2][OH:3].[OH2:30]>>[C:4]([CH2:5][CH2:6][CH3:7])([C:9]1=[C:14]([OH:15])[CH2:13][CH:12]([c:16]2[cH:17][cH:18][c:19]([S:22](=[O:23])[CH3:24])[cH:20][cH:21]2)[CH2:11][C:10]1=[O:25])=[N:29][O:28][CH2:26][CH3:27]. Run in CN(C=O)C (dimethylformamide), CN(C=O)C (dimethylformamide). Procedure details: A suspension of potassium thioacetate (0.44 g, 3.75 mmol) and potassium carbonate (0.87 g, 6.25 mmol) in 10 ml of dimethylformamide is stirred at room temperature for 30 min and then treated with a solution of 1.03 g (2.5 mmol) of 6-[3-(2-chloromethyl-3-methylpyridin-4-ylsulfanyl)propylsulfanyl]-3-nitroimidazo[1,2-b]pyridazine in 10 ml of dimethylformamide. The suspension is stirred at room temperature for a further 18 h. Water (100 ml) is then added, and the mixture is cooled to 0° C. and filte... Run at time 30 minute. As a reaction SMILES: [C:1]([O-:4])(=[S:3])[CH3:2].[K+].C(=O)([O-])[O-].[K+].[K+].Cl[CH2:13][C:14]1[C:19]([CH3:20])=[C:18]([S:21][CH2:22][CH2:23][CH2:24][S:25][C:26]2[CH:27]=[CH:28][C:29]3[N:30]([C:32]([N+:35]([O-:37])=[O:36])=[CH:33][N:34]=3)[N:31]=2)[CH:17]=[CH:16][N:15]=1.O>CN(C)C=O>[C:1]([S:3][CH2:13][C:14]1[C:19]([CH3:20])=[C:18]([S:21][CH2:22][CH2:23][CH2:24][S:25][C:26]2[CH:27]=[CH:28][C:29]3[N:30]([C:32]([N+:35]([O-:37])=[O:36])=[CH:33][N:34]=3)[N:31]=2)[CH:17]=[CH:16][N:15]=1)(=[O:4])[CH3:2] |f:0.1,2.3.4|. Yields the product C(C)(=O)SCC1=NC=CC(=C1C)SCCCSC=1C=CC=2N(N1)C(=CN2)[N+](=O)[O-] (S-{3-methyl-4-[3-(3-nitroimidazo[1,2-b]pyridazin-6-ylsulfanyl)propylsulfanyl]-pyridin-2-ylmethyl} thioacetate). Yield: 90.8%. Reactants: ClCC1=NC=CC(=C1C)SCCCSC=1C=CC=2N(N1)C(=CN2)[N+](=O)[O-] (6-[3-(2-chloromethyl-3-methylpyridin-4-ylsulfanyl)propylsulfanyl]-3-nitroimidazo[1,2-b]pyridazine), O (Water), C(C)(=S)[O-].[K+] (potassium thioacetate), C([O-])([O-])=O.[K+].[K+] (potassium carbonate). Starting materials: C1(=CC=CC=C1)C=1C=NC2=C(C=CC=C2C1C=1C=C(C=CC1)N)C(F)(F)F ({3-[3-phenyl-8-(trifluoromethyl)quinolin-4-yl]phenyl}amine), FC1=C(C=CC=C1)N=C=O (2-fluorophenyl isocyanate). Run in C(C)N(CC)CC (triethylamine). Yields the product FC1=C(C=CC=C1)NC(=O)NC1=CC(=CC=C1)C1=C(C=NC2=C(C=CC=C12)C(F)(F)F)C1=CC=CC=C1 (N-(2-FLUOROPHENYL)-N′-{3-[3-PHENYL-8-(TRIFLUOROMETHYL)QUINOLIN-4-YL]PHENYL}UREA). As a reaction SMILES: [C:1]1([C:7]2[CH:8]=[N:9][C:10]3[C:15]([C:16]=2[C:17]2[CH:18]=[C:19]([NH2:23])[CH:20]=[CH:21][CH:22]=2)=[CH:14][CH:13]=[CH:12][C:11]=3[C:24]([F:27])([F:26])[F:25])[CH:6]=[CH:5][CH:4]=[CH:3][CH:2]=1.[F:28][C:29]1[CH:34]=[CH:33][CH:32]=[CH:31][C:30]=1[N:35]=[C:36]=[O:37]>C(N(CC)CC)C>[F:28][C:29]1[CH:34]=[CH:33][CH:32]=[CH:31][C:30]=1[NH:35][C:36]([NH:23][C:19]1[CH:20]=[CH:21][CH:22]=[C:17]([C:16]2[C:15]3[C:10](=[C:11]([C:24]([F:27])([F:25])[F:26])[CH:12]=[CH:13][CH:14]=3)[N:9]=[CH:8][C:7]=2[C:1]2[CH:2]=[CH:3][CH:4]=[CH:5][CH:6]=2)[CH:18]=1)=[O:37]. Procedure: The title compound was prepared from {3-[3-phenyl-8-(trifluoromethyl)quinolin-4-yl]phenyl}amine and 2-fluorophenyl isocyanate in substantially the same manner as described in Example 61 with one change: no triethylamine was used; off-white solid: